This data is from the Open Reaction Database (ORD), a public repository of structured organic reaction records. The task is: describe an organic reaction: reactants, conditions, products, and yield Starting materials: ClCCCN1S(N(C2=C(C1)C=CC=C2)C2=CC=C(C=C2)OC)(=O)=O (3-(3-chloropropyl)-1-(4-methoxyphenyl)-3,4-dihydro-1H-2,1,3-benzothiadiazine 2,2-dioxide), CN (methylamine), Cl (HCl). The product is Cl.COC1=CC=C(C=C1)N1S(N(CC2=C1C=CC=C2)CCCNC)(=O)=O (3-[1-(4-methoxyphenyl)-2,2-dioxido-1,4-dihydro-3H-2,1,3-benzothiadiazin-3-yl]-N-methylpropan-1-amine hydrochloride). As a reaction SMILES: [Cl:1][CH2:2][CH2:3][CH2:4][N:5]1[CH2:10][C:9]2[CH:11]=[CH:12][CH:13]=[CH:14][C:8]=2[N:7]([C:15]2[CH:20]=[CH:19][C:18]([O:21][CH3:22])=[CH:17][CH:16]=2)[S:6]1(=[O:24])=[O:23].[CH3:25][NH2:26].Cl>>[ClH:1].[CH3:22][O:21][C:18]1[CH:19]=[CH:20][C:15]([N:7]2[C:8]3[CH:14]=[CH:13][CH:12]=[CH:11][C:9]=3[CH2:10][N:5]([CH2:4][CH2:3][CH2:2][NH:26][CH3:25])[S:6]2(=[O:24])=[O:23])=[CH:16][CH:17]=1 |f:3.4|. Procedure details: In an analogous manner to Example 1, step 8, 3-(3-chloropropyl)-1-(4-methoxyphenyl)-3,4-dihydro-1H-2,1,3-benzothiadiazine 2,2-dioxide (105 mg) was reacted with methylamine and then treated with HCl to provide 3-[1-(4-methoxyphenyl)-2,2-dioxido-1,4-dihydro-3H-2,1,3-benzothiadiazin-3-yl]-N-methylpropan-1-amine hydrochloride (32 mg): The reactants are [BH4-], CCO, CCOC(C)=O, [Ce+3], [Cl-], [Cl-], [Cl-], O=C1C=C(c2ccncc2[N+](=O)[O-])CC(C(F)(F)F)C1, [Na+], O, O, O, O, O, O, O. The product is O=[N+]([O-])c1cnccc1C1=CC(O)CC(C(F)(F)F)C1. Reaction SMILES: [BH4-:35].[CH3:32][CH2:33][OH:34].[CH3:37][CH2:38][O:39][C:40]([CH3:41])=[O:42].[Ce+3:29].[Cl-:28].[Cl-:30].[Cl-:31].[N+:1](=[O:2])([O-:3])[c:4]1[cH:5][n:6][cH:7][cH:8][c:9]1[C:10]1=[CH:11][C:12](=[O:20])[CH2:13][CH:14]([C:16]([F:17])([F:18])[F:19])[CH2:15]1.[Na+:36].[OH2:21].[OH2:22].[OH2:23].[OH2:24].[OH2:25].[OH2:26].[OH2:27]>>[N+:1](=[O:2])([O-:3])[c:4]1[cH:5][n:6][cH:7][cH:8][c:9]1[C:10]1=[CH:11][CH:12]([OH:20])[CH2:13][CH:14]([C:16]([F:17])([F:18])[F:19])[CH2:15]1. Reactants: C(#C)C=1C=C(C=C(C(=O)[O-])C1)C(=O)[O-].[K+].[K+] (Dipotassium 5-ethynylisophthalate). The solvent is O (water). The product is C(#C)C=1C=C(C=C(C(=O)O)C1)C(=O)O (5-ethynylisophthalic acid). Yield: 99.5%. Reaction SMILES: [C:1]([C:3]1[CH:4]=[C:5]([C:12]([O-:14])=[O:13])[CH:6]=[C:7]([CH:11]=1)[C:8]([O-:10])=[O:9])#[CH:2].[K+].[K+]>O>[C:1]([C:3]1[CH:4]=[C:5]([C:12]([OH:14])=[O:13])[CH:6]=[C:7]([CH:11]=1)[C:8]([OH:10])=[O:9])#[CH:2] |f:0.1.2|. Procedure details: Dipotassium 5-ethynylisophthalate in an amount of 5 g (0.019 moles) was dissolved into 20 ml of ion-exchanged water and insoluble substances were removed by filtration with a 5C filter paper. To the obtained filtrate, a 5 moles/liter hydrochloric acid was added under stirring until the pH became 1. The formed solid substance was separated by filtration, washed with ion-exchanged water and filtered. The filtration and the washing were repeated twice. The obtained solid substance was dried at 50° ... Product: N#CSCc1cccc(Cl)c1. Starting materials: CCO, ClCc1cccc(Cl)c1, [K+], N#C[S-]. As a reaction SMILES: [CH3:14][CH2:15][OH:16].[Cl:1][c:2]1[cH:3][c:4]([CH2:5][Cl:6])[cH:7][cH:8][cH:9]1.[K+:10].[S-:11][C:12]#[N:13]>>[Cl:1][c:2]1[cH:3][c:4]([CH2:5][S:11][C:12]#[N:13])[cH:7][cH:8][cH:9]1. Starting materials: CS(=O)(=O)Cl (methanesulfonyl chloride), TEA, C(C1=CC=CC=C1)O[C@@]1(CC[C@@]2([C@H](CCCC=3C2=CC=2C=NN(C2C3)C3=CC=C(C=C3)F)C1)CN)C(F)(F)F (((3R,4aR,12bS)-3-(benzyloxy)-9-(4-fluorophenyl)-3-(trifluoromethyl)-1,2,3,4,4a,5,6,7,9,12b-decahydrobenzo[6,7]cyclohepta[1,2-f]indazol-12b-yl)methan amine). Solvent: C(Cl)Cl (DCM), C(Cl)Cl (DCM). Run at time 30 minute. Product: C(C1=CC=CC=C1)O[C@@]1(CC[C@@]2([C@H](CCCC=3C2=CC=2C=NN(C2C3)C3=CC=C(C=C3)F)C1)CNS(=O)(=O)C)C(F)(F)F (N-(((3R,4aR,12bS)-3-(benzyloxy)-9-(4-fluorophenyl)-3-(trifluoromethyl)-1,2,3,4,4a,5,6,7,9,12b-decahydrobenzo[6,7]cyclohepta[1,2-f]indazol-12b-yl)methyl)methanesulfonamide). RXN SMILES: [CH2:1]([O:8][C@@:9]1([C:36]([F:39])([F:38])[F:37])[CH2:33][C@H:13]2[CH2:14][CH2:15][CH2:16][C:17]3[C:18](=[CH:19][C:20]4[CH:21]=[N:22][N:23]([C:26]5[CH:31]=[CH:30][C:29]([F:32])=[CH:28][CH:27]=5)[C:24]=4[CH:25]=3)[C@:12]2([CH2:34][NH2:35])[CH2:11][CH2:10]1)[C:2]1[CH:7]=[CH:6][CH:5]=[CH:4][CH:3]=1.[CH3:40][S:41](Cl)(=[O:43])=[O:42]>C(Cl)Cl>[CH2:1]([O:8][C@@:9]1([C:36]([F:38])([F:39])[F:37])[CH2:33][C@H:13]2[CH2:14][CH2:15][CH2:16][C:17]3[C:18](=[CH:19][C:20]4[CH:21]=[N:22][N:23]([C:26]5[CH:27]=[CH:28][C:29]([F:32])=[CH:30][CH:31]=5)[C:24]=4[CH:25]=3)[C@:12]2([CH2:34][NH:35][S:41]([CH3:40])(=[O:43])=[O:42])[CH2:11][CH2:10]1)[C:2]1[CH:7]=[CH:6][CH:5]=[CH:4][CH:3]=1. Procedure details: Crude ((3R,4aR,12bS)-3-(benzyloxy)-9-(4-fluorophenyl)-3-(trifluoromethyl)-1,2,3,4,4a,5,6,7,9,12b-decahydrobenzo[6,7]cyclohepta[1,2-f]indazol-12b-yl)methan amine (34, R1=4-Fluorophenyl, R3=Trifluoromethyl, R4═H, R3=Benzyl) (0.135 mmol) was dissolved in DCM (3 mL) and methanesulfonyl chloride (0.026 mL, 0.334 mmol) and TEA (0.023 mL, 0.167 mmol) were added at rt. The reaction was stirred at rt for about 30 min, then diluted with DCM (10 mL) and concentrated with silica gel (3 g). The residue was p... The reactants are C(C)(=O)OC1=NC=CC2=C(C=C(C(=C12)C)OC(C)C)Br (5-bromo-8-methyl-7-(propan-2-yloxy)isoquinolin-1-yl acetate), [OH-].[Na+] (NaOH). Run in CO (MeOH). Yields the product BrC1=C2C=CNC(C2=C(C(=C1)OC(C)C)C)=O (5-bromo-8-methyl-7-(propan-2-yloxy)isoquinolin-1(2H)-one). Isolated yield 85.4%. RXN SMILES: C([O:4][C:5]1[C:14]2[C:9](=[C:10]([Br:20])[CH:11]=[C:12]([O:16][CH:17]([CH3:19])[CH3:18])[C:13]=2[CH3:15])[CH:8]=[CH:7][N:6]=1)(=O)C.[OH-].[Na+]>CO>[Br:20][C:10]1[CH:11]=[C:12]([O:16][CH:17]([CH3:18])[CH3:19])[C:13]([CH3:15])=[C:14]2[C:9]=1[CH:8]=[CH:7][NH:6][C:5]2=[O:4] |f:1.2|. Reported procedure: To a solution of 5-bromo-8-methyl-7-(propan-2-yloxy)isoquinolin-1-yl acetate (108 g, 0.28 g, 0.83 mmol) in MeOH (2 mL) was added 1M NaOH (2 mL). The reaction mixture was refluxed for 1 hour, then concentrated under vacuum. The residue was diluted in water and the pH was adjusted to 4-5 with 1M HCl. The solution was extracted with EtOAc (3×10 mL). The combined organic layers were washed with brine (2×10 mL), dried over Na2SO4, filtered, and concentrated under vacuum to give 5-bromo-8-methyl-7-(pr... The reactants are Cl, CC(=O)NC1CCC(=O)c2ccccc21. The product is Cl, NC1CCC(=O)c2ccccc21. As a reaction SMILES: [ClH:16].[O:1]=[C:2]1[CH2:3][CH2:4][CH:5]([NH:12][C:13](=[O:14])[CH3:15])[c:6]2[cH:7][cH:8][cH:9][cH:10][c:11]21>>[ClH:16].[O:1]=[C:2]1[CH2:3][CH2:4][CH:5]([NH2:12])[c:6]2[cH:7][cH:8][cH:9][cH:10][c:11]21.